Dataset: the Open Reaction Database (ORD), a public repository of structured organic reaction records. Task: describe an organic reaction: reactants, conditions, products, and yield The reactants are CC(C)C[Al+]CC(C)C, Cl, COC(=O)CCc1cnoc1-c1ccc(F)cc1F, [H-], C1CCOC1. The product is OCCCc1cnoc1-c1ccc(F)cc1F. As a reaction SMILES: [CH2:21]([Al+:22][CH2:23][CH:24]([CH3:25])[CH3:26])[CH:27]([CH3:28])[CH3:29].[ClH:30].[F:1][c:2]1[c:3](-[c:9]2[c:10]([CH2:14][CH2:15][C:16](=[O:17])[O:18][CH3:19])[cH:11][n:12][o:13]2)[cH:4][cH:5][c:6]([F:8])[cH:7]1.[H-:20].[O:31]1[CH2:32][CH2:33][CH2:34][CH2:35]1>>[F:1][c:2]1[c:3](-[c:9]2[c:10]([CH2:14][CH2:15][CH2:16][OH:17])[cH:11][n:12][o:13]2)[cH:4][cH:5][c:6]([F:8])[cH:7]1. Reactants: NC1=CC(=C(C(=C1)C(=O)NC(C)C)NC(=O)C1=CC(=NN1C1=NC=CC=C1Cl)C(F)(F)F)C (N-(4-amino-2-methyl-6-(((1-methylethyl)amino)carbonyl)phenyl)-1-(3-chloro-2-pyridinyl)-3-(trifluoromethyl)-1H-pyrazole-5-carboxamide), C(\C=C\C)=O (crotonaldehyde), N (ammonia). Reagents/catalysts: [Cl-].C(C1=CC=CC=C1)[N+](CC)(CC)CC (benzyltriethylammonium chloride). Solvent: Cl (HCl), C1(=CC=CC=C1)C (toluene), C(C)(=O)OCC.O1CCCC1 (ethyl acetate tetrahydrofuran). The product is C(C)(C)NC(=O)C=1C=2C=CC(=NC2C=C(C1NC(=O)C=1N(N=C(C1)C(F)(F)F)C1=NC=CC=C1Cl)C)C (6-{[2-(3-chloro-pyridin-2-yl)-5-trifluoromethyl-2H-pyrazole-3-carbonyl]-amino}-2,7-dimethyl-quinoline-5-carboxylic acid isopropylamide). Reaction SMILES: [NH2:1][C:2]1[CH:7]=[C:6]([C:8]([NH:10][CH:11]([CH3:13])[CH3:12])=[O:9])[C:5]([NH:14][C:15]([C:17]2[N:21]([C:22]3[C:27]([Cl:28])=[CH:26][CH:25]=[CH:24][N:23]=3)[N:20]=[C:19]([C:29]([F:32])([F:31])[F:30])[CH:18]=2)=[O:16])=[C:4]([CH3:33])[CH:3]=1.[CH:34](=O)/[CH:35]=[CH:36]/[CH3:37].N>[Cl-].C([N+](CC)(CC)CC)C1C=CC=CC=1.Cl.C1(C)C=CC=CC=1.C(OCC)(=O)C.O1CCCC1>[CH:11]([NH:10][C:8]([C:6]1[C:7]2[CH:34]=[CH:35][C:36]([CH3:37])=[N:1][C:2]=2[CH:3]=[C:4]([CH3:33])[C:5]=1[NH:14][C:15]([C:17]1[N:21]([C:22]2[C:27]([Cl:28])=[CH:26][CH:25]=[CH:24][N:23]=2)[N:20]=[C:19]([C:29]([F:32])([F:31])[F:30])[CH:18]=1)=[O:16])=[O:9])([CH3:13])[CH3:12] |f:3.4,7.8|. Procedure details: 1.70 g (3.53 mMol) N-(4-amino-2-methyl-6-(((1-methylethyl)amino)carbonyl)phenyl)-1-(3-chloro-2-pyridinyl)-3-(trifluoromethyl)-1H-pyrazole-5-carboxamide (known from WO 03/016284) and 41 mg (0.18 mmol) benzyltriethylammonium chloride in 35 mL conc. HCl and 35 mL toluene are vigorously stirred at 60° C. Then 0.58 mL (7 mmol) crotonaldehyde is added and the reaction mixture is stirred under reflux during 1 hour. The mixture is then cooled to ambient temperature, diluted with 10 mL ethyl acetate/tetr... Starting materials: ClC1=CC=C(C=C1)C=C(C(=O)C1(CC1)C)N1N=CN=C1 (3-(4-chlorophenyl)-1-(1-methylcyclopropyl)-2-(1,2,4-triazole-1-yl)-2-propene-1-one), olefin, N1N=NC=C1 (triazole), N1N=NC=C1 (triazole). The product is ClC1=CC=C(C=C1)C=C(C(O)C1(CC1)C)N1N=CN=C1 (3-(4-chlorophenyl)-1-(1-methylcyclopropyl)-2-(1,2,4-triazole-1-yl)-2-propene-1-ol). Reaction SMILES: [Cl:1][C:2]1[CH:7]=[CH:6][C:5]([CH:8]=[C:9]([N:16]2[CH:20]=[N:19][CH:18]=[N:17]2)[C:10]([C:12]2([CH3:15])[CH2:14][CH2:13]2)=[O:11])=[CH:4][CH:3]=1.N1C=CN=N1>>[Cl:1][C:2]1[CH:7]=[CH:6][C:5]([CH:8]=[C:9]([N:16]2[CH:20]=[N:19][CH:18]=[N:17]2)[CH:10]([C:12]2([CH3:15])[CH2:14][CH2:13]2)[OH:11])=[CH:4][CH:3]=1. Procedure: The NMR spectrum of the starting material, II-A isomer of 3-(4-chlorophenyl)-1-(1-methylcyclopropyl)-2-(1,2,4-triazole-1-yl)-2-propene-1-one, is as follows: 8.28 (1H, s, triazole proton), 8.07 (1H, s, triazole proton), 7.32 (4H, s, phenyl proton), 7.19 (1H, s, olefin proton), 1.45-1.15 (2H, m, methylene proton of cyclopropyl group), 1.25 (3H, s, methyl proton), 0.99-0.75 (2H, m, methylene proton of cyclopropyl group). The reactants are [OH-].[Na+] (sodium hydroxide), ice water, CC1=C(N)C(=CC=C1)C (2,6-dimethylaniline), C(Cl)(Cl)Cl (chloroform), [Cl-].C[N+](C(CCCCCCC)=O)(C(CCCCCCC)=O)C(CCCCCCC)=O (methyl tricaprylylammonium chloride). The reagents and catalysts are CCCCCCCC[N+](C)(CCCCCCCC)CCCCCCCC.[Cl-] (Aliquat 336). Run in C(Cl)Cl (methylene chloride). Run at time 8 hour. Yields the product CC1=C(C(=CC=C1)C)[N+]#[C-] (2,6-Dimethylphenylisonitrile). As a reaction SMILES: [CH3:1][C:2]1[CH:8]=[CH:7][CH:6]=[C:5]([CH3:9])[C:3]=1[NH2:4].[CH:10](Cl)(Cl)Cl.[Cl-].C[N+](C(=O)CCCCCCC)(C(=O)CCCCCCC)C(=O)CCCCCCC.[OH-].[Na+]>CCCCCCCC[N+](CCCCCCCC)(CCCCCCCC)C.[Cl-].C(Cl)Cl>[CH3:1][C:2]1[CH:8]=[CH:7][CH:6]=[C:5]([CH3:9])[C:3]=1[N+:4]#[C-:10] |f:2.3,4.5,6.7|. Procedure: A reaction flask was charged with 48.4 g (0.4 mole) of 2,6-dimethylaniline, 50 ml of chloroform, 50 ml of methylene chloride, and 1.0 g of methyl tricaprylylammonium chloride (designated by the trade name "Aliquat 336®" and obtained from General Mills Co., Chemical Division, Kankakee, Ill.). The flask was placed in a water bath at room temperature. As the flask contents were vigorously stirred, 150 ml of 50% aqueous sodium hydroxide was added. Stirring was continued overnight. The reaction mixtu...